describe an organic reaction: reactants, conditions, products, and yield From a dataset of the Open Reaction Database (ORD), a public repository of structured organic reaction records. Reactants: CC(C)(C)OC(=O)N1CC2=C(CC1)C(=C(S2)N)C#N (2-amino-3-cyano-4,7-dihydro-thieno[2,3-c]pyridine-6(5H)-carboxylic acid 1,1-dimethylethyl ester), CC(C)(C)OC(=O)N1CC2=C(CC1)C(=C(S2)N)C#N (2-amino-3-cyano-4,7-dihydro-thieno[2,3-c]pyridine-6(5H)-carboxylic acid 1,1-dimethylethyl ester), C(C1=CC=CC=C1)(=O)Cl (benzoyl chloride). Product: C(C)(C)(C)OC(=O)N1CC2=C(CC1)C(=C(S2)NC(C2=CC=CC=C2)=O)C#N (N-(6-tert.-Butyloxycarbonyl-3-cyano-4,5,6,7-tetrahydro-thieno[2,3-c]pyridin-2-yl)-benzamide). Reaction SMILES: [CH3:1][C:2]([O:5][C:6]([N:8]1[CH2:13][CH2:12][C:11]2[C:14]([C:18]#[N:19])=[C:15]([NH2:17])[S:16][C:10]=2[CH2:9]1)=[O:7])([CH3:4])[CH3:3].[C:20](Cl)(=[O:27])[C:21]1[CH:26]=[CH:25][CH:24]=[CH:23][CH:22]=1>>[C:2]([O:5][C:6]([N:8]1[CH2:13][CH2:12][C:11]2[C:14]([C:18]#[N:19])=[C:15]([NH:17][C:20](=[O:27])[C:21]3[CH:26]=[CH:25][CH:24]=[CH:23][CH:22]=3)[S:16][C:10]=2[CH2:9]1)=[O:7])([CH3:1])([CH3:3])[CH3:4]. Reported procedure: Prepared according to general procedure A starting from 2-amino-3-cyano-4,7-dihydro-thieno[2,3-c]pyridine-6(5H)-carboxylic acid 1,1-dimethylethyl ester (compound A2) and benzoyl chloride. The reactants are O=C(Cl)CCCCCBr, C1CCOC1, CCN(C(C)C)C(C)C, COC(=O)c1ccc(N)c(C)c1. The product is COC(=O)c1ccc(NC(=O)CCCCCBr)c(C)c1. Reaction SMILES: [Br:1][CH2:2][CH2:3][CH2:4][CH2:5][CH2:6][C:7](=[O:8])[Cl:9].[CH2:31]1[O:32][CH2:33][CH2:34][CH2:35]1.[CH:22]([N:23]([CH2:24][CH3:25])[CH:26]([CH3:27])[CH3:28])([CH3:29])[CH3:30].[NH2:10][c:11]1[c:12]([CH3:21])[cH:13][c:14]([C:15](=[O:16])[O:17][CH3:18])[cH:19][cH:20]1>>[Br:1][CH2:2][CH2:3][CH2:4][CH2:5][CH2:6][C:7](=[O:8])[NH:10][c:11]1[c:12]([CH3:21])[cH:13][c:14]([C:15](=[O:16])[O:17][CH3:18])[cH:19][cH:20]1.